Dataset: the Open Reaction Database (ORD), a public repository of structured organic reaction records. Task: describe an organic reaction: reactants, conditions, products, and yield Starting materials: C1CCOC1, OC1CCOCC1, c1ccc(P(c2ccccc2)c2ccccc2)cc1, Oc1ccc2[nH]ncc2c1. Yields the product c1cc2[nH]ncc2cc1OC1CCOCC1. As a reaction SMILES: [O:37]1[CH2:38][CH2:39][CH2:40][CH2:41]1.[OH:11][CH:12]1[CH2:13][CH2:14][O:15][CH2:16][CH2:17]1.[c:18]1([P:19]([c:20]2[cH:21][cH:22][cH:23][cH:24][cH:25]2)[c:26]2[cH:27][cH:28][cH:29][cH:30][cH:31]2)[cH:32][cH:33][cH:34][cH:35][cH:36]1.[nH:1]1[n:2][cH:3][c:4]2[cH:5][c:6]([OH:10])[cH:7][cH:8][c:9]12>>[nH:1]1[n:2][cH:3][c:4]2[cH:5][c:6]([O:10][CH:12]3[CH2:13][CH2:14][O:15][CH2:16][CH2:17]3)[cH:7][cH:8][c:9]12. The reactants are NC=1C=CC(=C2CNC(C12)=O)C (7-amino-4-methylisoindolinone), NC=1C=CC(=C2CNC(C12)=O)Br (7-amino-4-bromoisoindolinone), CB1OB(OB(O1)C)C (trimethylboroxine), [bis(diphenylphosphino)ferrocene]dichloropalladium, C([O-])([O-])=O.[K+].[K+] (potassium carbonate). The solvent is C(OC)COC (dimethoxyethane), O (water). Yields the product NC=1C=CC=C2CNC(C12)=O (7-aminoisoindolinone). Isolated yield 96.5%. As a reaction SMILES: [NH2:1][C:2]1[CH:3]=[CH:4][C:5](Br)=[C:6]2[C:10]=1[C:9](=[O:11])[NH:8][CH2:7]2.CB1OB(C)OB(C)O1.C(=O)([O-])[O-].[K+].[K+].NC1C=CC(C)=C2C=1C(=O)NC2>C(COC)OC.O>[NH2:1][C:2]1[CH:3]=[CH:4][CH:5]=[C:6]2[C:10]=1[C:9](=[O:11])[NH:8][CH2:7]2 |f:2.3.4|. Procedure details: In a similar manner to Step 1 of Example 152, 7-amino-4-bromoisoindolinone (100 mg, 0.440 mmol) was dissolved in dimethoxyethane (5 mL), and the solution was treated with trimethylboroxine (0.184 mL, 1.76 mmol), [bis(diphenylphosphino)ferrocene]dichloropalladium (28.7 mg, 0.0352 mmol), potassium carbonate (304 mg, 2.20 mmol) and water (0.158 mL), followed by purification by preparative thin-layer chromatography (chloroform/acetonitrile=4/1) to obtain a mixture of 7-amino-4-methylisoindolinone an...